This data is from the Open Reaction Database (ORD), a public repository of structured organic reaction records. The task is: describe an organic reaction: reactants, conditions, products, and yield Reactants: BrCc1ccccc1, CC(=O)Oc1ccc(OCc2ccccc2)c(NS(C)(=O)=O)c1, O=C([O-])[O-], CC(C)=O, [K+], [K+]. Yields the product CC(=O)Oc1ccc(OCc2ccccc2)c(N(Cc2ccccc2)S(C)(=O)=O)c1. RXN SMILES: [Br:30][CH2:31][c:32]1[cH:33][cH:34][cH:35][cH:36][cH:37]1.[C:1]([CH3:2])(=[O:3])[O:4][c:5]1[cH:6][c:7]([NH:19][S:20](=[O:21])(=[O:22])[CH3:23])[c:8]([O:11][CH2:12][c:13]2[cH:14][cH:15][cH:16][cH:17][cH:18]2)[cH:9][cH:10]1.[C:24](=[O:25])([O-:26])[O-:27].[CH3:38][C:39](=[O:40])[CH3:41].[K+:28].[K+:29]>>[C:1]([CH3:2])(=[O:3])[O:4][c:5]1[cH:6][c:7]([N:19]([S:20](=[O:21])(=[O:22])[CH3:23])[CH2:31][c:32]2[cH:33][cH:34][cH:35][cH:36][cH:37]2)[c:8]([O:11][CH2:12][c:13]2[cH:14][cH:15][cH:16][cH:17][cH:18]2)[cH:9][cH:10]1. Starting materials: ClCCl, O=C(O)C(F)(F)F, CC(C)(C)OC(=O)NCC(=O)Nc1ccccc1. Product: NCC(=O)Nc1ccccc1. Reaction SMILES: [Cl:26][CH2:27][Cl:28].[OH:1][C:2]([C:3]([F:4])([F:5])[F:6])=[O:7].[c:8]1([NH:14][C:15](=[O:16])[CH2:17][NH:18][C:19](=[O:20])[O:21][C:22]([CH3:23])([CH3:24])[CH3:25])[cH:9][cH:10][cH:11][cH:12][cH:13]1>>[c:8]1([NH:14][C:15](=[O:16])[CH2:17][NH2:18])[cH:9][cH:10][cH:11][cH:12][cH:13]1. Reactants: CCCC[N+](CCCC)(CCCC)CCCC.[F-] (TBAF), [Si](C)(C)(C(C)(C)C)OCC(CN(C)C)OCCCCCCCC\C=C/C\C=C/CCCCC (3-(tert-butyldimethylsilyloxy)-N,N-dimethyl-2-((9Z,12Z)-octadeca-9,12-dienyloxy)propan-1-amine). Solvent: C1CCOC1 (THF). Run at time 2 hour. Product: CN(CC(CO)OCCCCCCCC\C=C/C\C=C/CCCCC)C (3-(dimethylamino)-2-((9Z,12Z)-octadeca-9,12-dienyloxy)propan-1-ol). As a reaction SMILES: CCCC[N+](CCCC)(CCCC)CCCC.[F-].[Si]([O:26][CH2:27][CH:28]([O:33][CH2:34][CH2:35][CH2:36][CH2:37][CH2:38][CH2:39][CH2:40][CH2:41]/[CH:42]=[CH:43]\[CH2:44]/[CH:45]=[CH:46]\[CH2:47][CH2:48][CH2:49][CH2:50][CH3:51])[CH2:29][N:30]([CH3:32])[CH3:31])(C(C)(C)C)(C)C>C1COCC1>[CH3:31][N:30]([CH3:32])[CH2:29][CH:28]([O:33][CH2:34][CH2:35][CH2:36][CH2:37][CH2:38][CH2:39][CH2:40][CH2:41]/[CH:42]=[CH:43]\[CH2:44]/[CH:45]=[CH:46]\[CH2:47][CH2:48][CH2:49][CH2:50][CH3:51])[CH2:27][OH:26] |f:0.1|. Reported procedure: TBAF (1.0 M in THF, 0.5 mL, 0.50 mmol, 1.2 equiv) was added in one portion to a dry THF (100 μL) solution of 3-(tert-butyldimethylsilyloxy)-N,N-dimethyl-2-((9Z,12Z)-octadeca-9,12-dienyloxy)propan-1-amine (0.2 g, 0.42 mmol, 1.0 equiv) and the mixture was stirred at room temperature for 2 hours. The mixture was concentrated and the residue was partitioned between EtOAc (15 mL) and aqueous saturated ammonium chloride solution (10 mL). The layers were separated and the aqueous layer was extracted wi... Reactants: FC1=C(C2=C(N=C(C3=C(N2)SC2=C3C=CC=C2)N2CCN(CC2)C)C=C1)OC (8-fluoro-7-methoxy-12-(4-methylpiperazin-1-yl)-6H-[1]benzothieno[2,3-b][1,5]benzodiazepine), C(C)(S)S (ethanedithiol), [Cl-].[Al+3].[Cl-].[Cl-] (aluminium chloride). The solvent is ClCCl (dichloromethane). Product: FC1=C(C2=C(N=C(C3=C(N2)SC2=C3C=CC=C2)N2CCN(CC2)C)C=C1)O (8-fluoro-7-hydroxy-12-(4-methylpiperazin-1-yl)-6H-[1]benzothieno[2,3-b][1,5]benzodiazepine). Reaction SMILES: [F:1][C:2]1[CH:26]=[CH:25][C:5]2[N:6]=[C:7]([N:18]3[CH2:23][CH2:22][N:21]([CH3:24])[CH2:20][CH2:19]3)[C:8]3[C:13]4[CH:14]=[CH:15][CH:16]=[CH:17][C:12]=4[S:11][C:9]=3[NH:10][C:4]=2[C:3]=1[O:27]C.C(S)(S)C.[Cl-].[Al+3].[Cl-].[Cl-]>ClCCl>[F:1][C:2]1[CH:26]=[CH:25][C:5]2[N:6]=[C:7]([N:18]3[CH2:19][CH2:20][N:21]([CH3:24])[CH2:22][CH2:23]3)[C:8]3[C:13]4[CH:14]=[CH:15][CH:16]=[CH:17][C:12]=4[S:11][C:9]=3[NH:10][C:4]=2[C:3]=1[OH:27] |f:2.3.4.5|. Procedure details: In the same manner as in Example 62 and using 8-fluoro-7-methoxy-12-(4-methylpiperazin-1-yl)-6H-[1]benzothieno[2,3-b][1,5]benzodiazepine, dichloromethane, ethanedithiol and aluminium chloride, 8-fluoro-7-hydroxy-12-(4-methylpiperazin-1-yl)-6H-[1]benzothieno[2,3-b][1,5]benzodiazepine is obtained. The reactants are CC(C(=O)NC1C2CC3(CC(CC1C3)C2)C(=O)[O-])(C)NS(=O)(=O)C2=CC=CC=C2 (4-(2-methyl-2-(phenylsulfonamido)propanamido)adamantane-1-carboxylate), C1CCOC1 (THF), CO (methanol), O[Li].O (LiOH.H2O). Solvent: O (H2O). Reaction conditions: time 12 hour. Yields the product CC(C(=O)NC1C2CC3(CC(CC1C3)C2)C(=O)O)(C)NS(=O)(=O)C2=CC=CC=C2 (4-(2-methyl-2-(phenylsulfonamido)propanamido)adamantane-1-carboxylic acid). The yield is 49.3%. As a reaction SMILES: [CH3:1][C:2]([NH:20][S:21]([C:24]1[CH:29]=[CH:28][CH:27]=[CH:26][CH:25]=1)(=[O:23])=[O:22])([CH3:19])[C:3]([NH:5][CH:6]1[CH:13]2[CH2:14][C:9]3([C:16]([O-:18])=[O:17])[CH2:10][CH:11]([CH2:15][CH:7]1[CH2:8]3)[CH2:12]2)=[O:4].C1COCC1.CO.O[Li].O>O>[CH3:19][C:2]([NH:20][S:21]([C:24]1[CH:25]=[CH:26][CH:27]=[CH:28][CH:29]=1)(=[O:23])=[O:22])([CH3:1])[C:3]([NH:5][CH:6]1[CH:13]2[CH2:14][C:9]3([C:16]([OH:18])=[O:17])[CH2:10][CH:11]([CH2:15][CH:7]1[CH2:8]3)[CH2:12]2)=[O:4] |f:3.4|. Procedure details: Into a 50-mL flask, 4-(2-methyl-2-(phenylsulfonamido)propanamido)adamantane-1-carboxylate (500 mg, 1.94 mmol) was charged, and dissolved through addition of THF (6 ml), and methanol (6 ml). LiOH.H2O dissolved in H2O (6 ml) was added thereto, followed by stirring for 12 hours at room temperature. After the stirring for 12 hours, the resultant solution was vacuum-evaporated, acidified with 2N—HCl to pH 1˜2, and extracted with addition of EA (20 ml). The organic layer was dried with MgSO4, and filt... Reactants: BrC=1C=CC(=C2CC(COC12)=O)OC (8-bromo-5-methoxy-3-chromanone), O.C1(=CC=C(C=C1)S(=O)(=O)O)C (p-toluenesulfonic acid, monohydrate), C1=CC=CC=C1 (benzene), amine, Cl (HCl), [OH-].[Na+] (NaOH), C(#N)[BH3-].[Na+] (sodium cyanoborohydride), Cl (hydrochloride). Solvent: CO (MeOH), O (Water). Run at time 8 hour. Yields the product BrC=1C=CC(=C2CC(COC12)N(CCC)CCC)OC (8-Bromo-3-(di-n-propylamino)-5-methoxychroman). As a reaction SMILES: [Br:1][C:2]1[CH:3]=[CH:4][C:5]([O:13][CH3:14])=[C:6]2[C:11]=1[O:10][CH2:9][C:8](=O)[CH2:7]2.O.[C:16]1([CH3:26])[CH:21]=CC(S(O)(=O)=O)=CC=1.[C:27]([BH3-])#[N:28].[Na+].[OH-].[Na+].Cl.[CH:34]1C=CC=C[CH:35]=1>CO.O>[Br:1][C:2]1[CH:3]=[CH:4][C:5]([O:13][CH3:14])=[C:6]2[C:11]=1[O:10][CH2:9][CH:8]([N:28]([CH2:21][CH2:16][CH3:26])[CH2:27][CH2:34][CH3:35])[CH2:7]2 |f:1.2,3.4,5.6|. Reported procedure: To a solution of 8-bromo-5-methoxy-3-chromanone (550 mg, 2.14 mmol) in benzene (40 ml), di-n-propylamino (1.8 ml, 13.2 mmol) and p-toluenesulfonic acid, monohydrate (41 mg, 0.32 mmol) was added. The solution was refluxed for 5 hours with a Dean-Stark apparatus under nitrogen atmosphere. After cooling to room temperature a solution of sodium cyanoborohydride (2.0 g, 32 mmol) dissolved in MeOH (50 ml) was added and thereafter stirred overnight. Water was added (50 ml) and 5% NaOH-solution (5ml). T...